This data is from the Open Reaction Database (ORD), a public repository of structured organic reaction records. The task is: describe an organic reaction: reactants, conditions, products, and yield Reactants: CCOC(=O)COc1cccc(N)c1, CCOC(C)=O, O=C(O)c1ccc(-c2ccccc2)o1. The product is CCOC(=O)COc1cccc(NC(=O)c2ccc(-c3ccccc3)o2)c1. Reaction SMILES: [CH2:15]([CH3:16])[O:17][C:18]([CH2:19][O:20][c:21]1[cH:22][c:23]([NH2:27])[cH:24][cH:25][cH:26]1)=[O:28].[CH3:29][CH2:30][O:31][C:32]([CH3:33])=[O:34].[c:1]1(-[c:7]2[cH:8][cH:9][c:10]([C:12](=[O:13])[OH:14])[o:11]2)[cH:2][cH:3][cH:4][cH:5][cH:6]1>>[c:1]1(-[c:7]2[cH:8][cH:9][c:10]([C:12](=[O:14])[NH:27][c:23]3[cH:22][c:21]([O:20][CH2:19][C:18]([O:17][CH2:15][CH3:16])=[O:28])[cH:26][cH:25][cH:24]3)[o:11]2)[cH:2][cH:3][cH:4][cH:5][cH:6]1.